From a dataset of the Open Reaction Database (ORD), a public repository of structured organic reaction records. describe an organic reaction: reactants, conditions, products, and yield Reactants: B(Br)(Br)Br (boron tribromide), CC1(N(C(N(C1=O)[C@H](C(=O)N[C@@H](CC(=O)O)C)CC1CC1)=O)CC1=CC(=C(C=C1)NC(=O)NC1=C(C=CC=C1)C)OC)C ((R)-3-((S)-2-(4,4-Dimethyl-3-(4-(3-(2-methylphenyl)ureido)-3-methoxybenzyl)-2,5-dioxoimidazolidin-1-yl)-2-(cyclopropylmethyl)acetylamino)-3-methylpropionic Acid), O (water). The solvent is ClCCl (dichloromethane). Conditions: temperature 0 celsius, time 30 minute. Product: CC1(N(C(N(C1=O)[C@H](C(=O)N[C@@H](CC(=O)O)C)CC1CC1)=O)CC1=CC(=C(C=C1)NC(=O)NC1=C(C=CC=C1)C)O)C ((R)-3-((S)-2-(4,4-Dimethyl-3-(4-(3-(2-methylphenyl)ureido)-3-hydroxybenzyl)-2,5-dioxoimidazolidin-1-yl)-2-(cyclopropylmethyl)acetylamino)-3-methylpropionic Acid). Isolated yield 35.7%. Reaction SMILES: B(Br)(Br)Br.[CH3:5][C:6]1([CH3:47])[C:10](=[O:11])[N:9]([C@@H:12]([CH2:22][CH:23]2[CH2:25][CH2:24]2)[C:13]([NH:15][C@H:16]([CH3:21])[CH2:17][C:18]([OH:20])=[O:19])=[O:14])[C:8](=[O:26])[N:7]1[CH2:27][C:28]1[CH:33]=[CH:32][C:31]([NH:34][C:35]([NH:37][C:38]2[CH:43]=[CH:42][CH:41]=[CH:40][C:39]=2[CH3:44])=[O:36])=[C:30]([O:45]C)[CH:29]=1.O>ClCCl>[CH3:47][C:6]1([CH3:5])[C:10](=[O:11])[N:9]([C@@H:12]([CH2:22][CH:23]2[CH2:25][CH2:24]2)[C:13]([NH:15][C@H:16]([CH3:21])[CH2:17][C:18]([OH:20])=[O:19])=[O:14])[C:8](=[O:26])[N:7]1[CH2:27][C:28]1[CH:33]=[CH:32][C:31]([NH:34][C:35]([NH:37][C:38]2[CH:43]=[CH:42][CH:41]=[CH:40][C:39]=2[CH3:44])=[O:36])=[C:30]([OH:45])[CH:29]=1. Procedure details: 211 μL of boron tribromide were added under argon to a solution of 100 mg (0.169 mmol) of the compound of Example 1 in 20 mL of absolute dichloromethane at −78° C. and the reaction mixture was allowed to warm to 0° C. with ice cooling. After 30 minutes at 0° C., water was cautiously added. The phases were separated and the organic phase was dried over sodium sulfate. After filtration, removal of the solvent in vacuo, chromatographic purification by preparative HPLC and freeze drying of the produ... Starting materials: C(C)C1=C(C=CC=2C3=CC=CC=C3CC12)C(C(=O)O)=O (ethyl fluorene-2-glyoxylic acid), [OH-].[Na+] (sodium hydroxide), Cl (HCl). Run in C(C)O (ethanol). Yields the product C1=C(C=CC=2C3=CC=CC=C3CC12)C(C(=O)O)=O (fluorene-2-glyoxylic acid). The yield is 79.8%. Reaction SMILES: C([C:3]1[C:15]2[CH2:14][C:13]3[C:8](=[CH:9][CH:10]=[CH:11][CH:12]=3)[C:7]=2[CH:6]=[CH:5][C:4]=1[C:16](=[O:20])[C:17]([OH:19])=[O:18])C.[OH-].[Na+].Cl>C(O)C>[CH:3]1[C:15]2[CH2:14][C:13]3[C:8](=[CH:9][CH:10]=[CH:11][CH:12]=3)[C:7]=2[CH:6]=[CH:5][C:4]=1[C:16](=[O:20])[C:17]([OH:19])=[O:18] |f:1.2|. Procedure: A mixture of ethyl fluorene-2-glyoxylic acid (9.95 g) and sodium hydroxide (1.06g) in 50% aqueous ethanol (100 ml) is refluxed for 0.5 hour, cooled and acidified to pH 2.0 with 10% HCl. The reaction mixture is extracted with ether, and the ether extracts dried (MgSO4) and evaporated. The residue is crystallized from benzene-hexane (Darco) to give the title compound (7.1 g, mp 135°-137°). The analytical sample is prepared by recrystallization from benzenehexane: mp 139°-140°. The reactants are ClC1=CC=C(C=N1)CNC=C (N-((6-chloropyridin-3-yl)methyl)ethenamine), CSC(=C[N+](=O)[O-])SC (1,1-dimethylthio-2-nitroethene). The solvent is C(C)O (ethanol). Procedure: A mixture of N-((6-chloropyridin-3-yl)methyl)ethenamine and 1,1-dimethylthio-2-nitroethene is dissolved in ethanol and refluxed for 4-8 hours. After completion, the mixture is concentrated and purified by column chromatography to obtain N-((6-chloropyridin-3-yl)methyl)-N-ethyl-1-(methylthio)-2-nitroethenamine. Yields the product ClC1=CC=C(C=N1)CN(C(=C[N+](=O)[O-])SC)CC (N-((6-chloropyridin-3-yl)methyl)-N-ethyl-1-(methylthio)-2-nitroethenamine). As a reaction SMILES: [Cl:1][C:2]1[N:7]=[CH:6][C:5]([CH2:8][NH:9][CH:10]=[CH2:11])=[CH:4][CH:3]=1.[CH3:12][S:13][C:14](SC)=[CH:15][N+:16]([O-:18])=[O:17]>C(O)C>[Cl:1][C:2]1[N:7]=[CH:6][C:5]([CH2:8][N:9]([CH2:10][CH3:11])[C:14]([S:13][CH3:12])=[CH:15][N+:16]([O-:18])=[O:17])=[CH:4][CH:3]=1. Reactants: C(=C)OCCO (ethylene glycol vinyl ether), C(Br)C1CO1 (epibromohydrin), [OH-].[Na+] (Sodium hydroxide). Reagents/catalysts: [Br-].C(CCC)[N+](CCCC)(CCCC)CCCC (tetrabutylammonium bromide). Run in C1(=CC=CC=C1)C (toluene). Conditions: temperature 80 celsius, time 1 hour. Product: C(=C)OCCOCC1CO1 (2-vinyloxyethylglycidyl ether). Isolated yield 60.0%. As a reaction SMILES: [CH:1]([O:3][CH2:4][CH2:5][OH:6])=[CH2:2].[CH2:7]([CH:9]1[O:11][CH2:10]1)Br.[OH-].[Na+]>[Br-].C([N+](CCCC)(CCCC)CCCC)CCC.C1(C)C=CC=CC=1>[CH:1]([O:3][CH2:4][CH2:5][O:6][CH2:7][CH:9]1[O:11][CH2:10]1)=[CH2:2] |f:2.3,4.5|. Procedure details: To a 1000 ml three-necked round bottom flask, equipped with a thermocouple, magnetic stirrer and heating mantle, was added ethylene glycol vinyl ether (35.2 g; 0.400 moles), epibromohydrin (62.4 g; 0.456 mole), toluene (200 ml), and tetrabutylammonium bromide (1.5 g). Sodium hydroxide pellets (32 g 0.8 moles) were then added portionwise, with the reaction temperature maintained at 80° C. The reaction mixture was vigorously stirred for a period of time of about 1 hour at a temperature of 80° C. T... As a reaction SMILES: [F:1][C:2]1[CH:14]=[CH:13][C:5]([C:6]([O:8][C:9]([CH3:12])([CH3:11])[CH3:10])=[O:7])=[CH:4][C:3]=1[CH3:15].BrN1C(=O)CCC1=O.[CH2:24]([NH2:31])[C:25]1[CH:30]=[CH:29][CH:28]=[CH:27][CH:26]=1>C(OOC(=O)C1C=CC=CC=1)(=O)C1C=CC=CC=1.C(Cl)(Cl)(Cl)Cl>[F:1][C:2]1[CH:14]=[CH:13][C:5]([C:6]([O:8][C:9]([CH3:10])([CH3:11])[CH3:12])=[O:7])=[CH:4][C:3]=1[CH2:15][NH:31][CH2:24][C:25]1[CH:30]=[CH:29][CH:28]=[CH:27][CH:26]=1. Reagents/catalysts: C(C1=CC=CC=C1)(=O)OOC(C1=CC=CC=C1)=O (benzoyl peroxide). Run in C(Cl)(Cl)(Cl)Cl (CCl4). The reactants are 4(b), C(C1=CC=CC=C1)N (benzylamine), FC1=C(C=C(C(=O)OC(C)(C)C)C=C1)C (tert-butyl 4-fluoro-3-methylbenzoate), BrN1C(CCC1=O)=O (N-bromosuccinimide). Yield: 60.9%. Yields the product FC1=C(C=C(C(=O)OC(C)(C)C)C=C1)CNCC1=CC=CC=C1 (tert-Butyl 4-fluoro-3-(benzylaminomethyl)benzoate). Procedure: According to the procedure of Preparation 4(b), except using tert-butyl 4-fluoro-3-methylbenzoate (6.25 g, 29.7 mmole), N-bromosuccinimide (5.75 g, 32.3 mmole), benzoyl peroxide (375 mg, 1.6 mmole), CCl4 (50 mL), and benzylamine (17 mL, 156 mmole), the title compound (5.70 g, 60%) was prepared as a yellow oil following flash chromatography on silica gel (20% EtOAc/hexanes): MS (ES) m/e 316.1 (M+H)+. The reactants are C([O-])(O)=O.[Na+] (sodium bicarbonate), OCC1=NN2C(NC=3C=CC=CC3C2=C1)=O (2-(hydroxymethyl)-pyrazolo[1,5-c]quinazolin-5(6H)-one), C(C1=CC=CC=C1)(=O)O (benzoic acid), silicone oil. Yields the product C(C1=CC=CC=C1)(=O)OCC1=NN2C(NC=3C=CC=CC3C2=C1)=O (2-(Benzoyloxymethyl)pyrazolo[1,5-c]quinazolin-5(6H)-one). Isolated yield 85.0%. RXN SMILES: [OH:1][CH2:2][C:3]1[CH:15]=[C:14]2[N:5]([C:6](=[O:16])[NH:7][C:8]3[CH:9]=[CH:10][CH:11]=[CH:12][C:13]=32)[N:4]=1.[C:17](O)(=[O:24])[C:18]1[CH:23]=[CH:22][CH:21]=[CH:20][CH:19]=1.C(=O)(O)[O-].[Na+]>>[C:17]([O:1][CH2:2][C:3]1[CH:15]=[C:14]2[N:5]([C:6](=[O:16])[NH:7][C:8]3[CH:9]=[CH:10][CH:11]=[CH:12][C:13]=32)[N:4]=1)(=[O:24])[C:18]1[CH:23]=[CH:22][CH:21]=[CH:20][CH:19]=1 |f:2.3|. Reported procedure: A mixture of 3.0 g (0.014 mole) of 2-(hydroxymethyl)-pyrazolo[1,5-c]quinazolin-5(6H)-one and 100 g of benzoic acid is heated at the point of fusion (140°-145°, silicone oil bath) under nitrogen for 18 hours (using a magnetic stirrer for agitation). The melt is poured into a well stirred solution of 1 molar sodium bicarbonate, the insoluble solid filtered, washed with water and dried to give (3.8 g, 85%) of the title compound, m.p. 262°-265°. An analytical sample is prepared by recrystallizing 0.... Starting materials: R-2-phenyl-2-hydroxy-1-p-toluenesulfonyloxyethane, ice water, C1(=CC=CC=C1)C (toluene), CS(=O)C (dimethyl sulfoxide), [OH-].[Na+] (sodium hydroxide). Run at temperature 0 celsius. The product is C1[C@H](O1)C2=CC=CC=C2 (R-styrene oxide). RXN SMILES: [CH3:1]S(C)=O.[OH-:5].[Na+].[C:7]1([CH3:13])[CH:12]=[CH:11][CH:10]=[CH:9][CH:8]=1>>[CH2:1]1[O:5][C@@H:13]1[C:7]1[CH:12]=[CH:11][CH:10]=[CH:9][CH:8]=1 |f:1.2|. Reported procedure: A solution of 256.7 g. of R-2-phenyl-2-hydroxyethanol in 1000 ml. of toluene containing 50 ml. of pyridine was stirred at 0° C. while a solution of 372.1 g. of p-toluenesulfonyl chloride in 400 ml. of toluene was added dropwise over two hours. The reaction mixture was stirred at 0° C. for forty-eight hours and then filtered to remove the precipitated pyridine hydrochloride. The filtrate was concentrated to dryness by evaporation under reduced pressure to provide the product as an oil. The oil wa...